From a dataset of the Open Reaction Database (ORD), a public repository of structured organic reaction records. describe an organic reaction: reactants, conditions, products, and yield Starting materials: COc1ccc(C(=O)O)cc1C#N, Cc1ccccc1, CN(C)C=O, O=S(Cl)Cl. Yields the product COc1ccc(C(=O)Cl)cc1C#N. As a reaction SMILES: [C:1](#[N:2])[c:3]1[cH:4][c:5]([C:6](=[O:7])[OH:8])[cH:9][cH:10][c:11]1[O:12][CH3:13].[CH3:14][c:15]1[cH:16][cH:17][cH:18][cH:19][cH:20]1.[CH3:25][N:26]([CH3:27])[CH:28]=[O:29].[S:21]([Cl:22])([Cl:23])=[O:24]>>[C:1](#[N:2])[c:3]1[cH:4][c:5]([C:6](=[O:7])[Cl:23])[cH:9][cH:10][c:11]1[O:12][CH3:13]. Reactants: CCI, [K+], [K+], O=C([O-])[O-], CN(C)C=O, O, O=Cc1ccc([N+](=O)[O-])c(O)c1. Product: CCOc1cc(C=O)ccc1[N+](=O)[O-]. RXN SMILES: [I:1][CH2:2][CH3:3].[K+:4].[K+:5].[O-:6][C:7]([O-:8])=[O:9].[O:23]=[CH:24][N:25]([CH3:26])[CH3:27].[OH2:22].[OH:10][c:11]1[cH:12][c:13]([CH:14]=[O:15])[cH:16][cH:17][c:18]1[N+:19](=[O:20])[O-:21]>>[CH2:2]([CH3:3])[O:10][c:11]1[cH:12][c:13]([CH:14]=[O:15])[cH:16][cH:17][c:18]1[N+:19](=[O:20])[O-:21]. Reaction SMILES: C1C=C(Cl)C=C(C(OO)=[O:9])C=1.[CH:12]1([NH:15][C:16]([C:18]2[CH:19]=[C:20]([F:37])[C:21]([CH3:36])=[C:22]([C:24]3[CH:35]=[CH:34][C:27]([C:28]([NH:30][CH2:31][CH2:32][CH3:33])=[O:29])=[CH:26][N:25]=3)[CH:23]=2)=[O:17])[CH2:14][CH2:13]1>C(Cl)(Cl)Cl.CO>[CH:12]1([NH:15][C:16]([C:18]2[CH:19]=[C:20]([F:37])[C:21]([CH3:36])=[C:22]([C:24]3[N+:25]([O-:9])=[CH:26][C:27]([C:28]([NH:30][CH2:31][CH2:32][CH3:33])=[O:29])=[CH:34][CH:35]=3)[CH:23]=2)=[O:17])[CH2:14][CH2:13]1. Run in C(Cl)(Cl)Cl (chloroform), CO (methanol). The reactants are aminopropyl, C1=CC(=CC(=C1)Cl)C(=O)OO (mCPBA), C1(CC1)NC(=O)C=1C=C(C(=C(C1)C1=NC=C(C(=O)NCCC)C=C1)C)F (6-(5-cyclopropylcarbamoyl-3-fluoro-2-methyl-phenyl)-N-propyl-nicotinamide), C1(CC1)NC(=O)C=1C=C(C(=C(C1)C1=NC=C(C(=O)NCCC)C=C1)C)F (6-(5-cyclopropylcarbamoyl-3-fluoro-2-methyl-phenyl)-N-propyl-nicotinamide). Product: C1(CC1)NC(=O)C=1C=C(C(=C(C1)C1=CC=C(C=[N+]1[O-])C(=O)NCCC)C)F (6-{5-[(cyclopropylamino)carbonyl]-3-fluoro-2-methylphenyl}-N-propyl-3-pyridinecarboxamide 1-oxide). Reported procedure: mCPBA (57-86%, 15 mg) was added to a solution of 6-(5-cyclopropylcarbamoyl-3-fluoro-2-methyl-phenyl)-N-propyl-nicotinamide (Intermediate 31, 20 mg) in chloroform (3 ml) at 60° C. and the reaction maintained at 60° C. for 7 hrs. The reaction was allowed to cool, diluted with methanol, and passed through an aminopropyl SPE (2 g) and an SCX SPE (1.0 g). The filtrate was reduced to dryness under vacuum and the residue triturated with ether to give 6-{5-[(cyclopropylamino)carbonyl]-3-fluoro-2-methylp... Reaction conditions: temperature 60 celsius. The reactants are CN(CC)CCCCCCOC1=CC=C(C=C1)Br (p-(N-methyl-N-ethylaminohexyloxy)bromobenzene), [Mg] (magnesium), C(C)Br (ethyl bromide). Run in O1CCCC1 (tetrahydrofuran), O1CCCC1 (tetrahydrofuran), O1CCCC1 (tetrahydrofuran). Conditions: temperature 5 celsius. Yields the product CN(CC)CCCCCCOC1=CC=C(C=C1)[Mg]Br (p-(N-methyl-N-ethylaminohexyloxy)phenylmagnesium bromide). As a reaction SMILES: [Mg:1].C([Br:4])C.[CH3:5][N:6]([CH2:9][CH2:10][CH2:11][CH2:12][CH2:13][CH2:14][O:15][C:16]1[CH:21]=[CH:20][C:19](Br)=[CH:18][CH:17]=1)[CH2:7][CH3:8]>O1CCCC1>[CH3:5][N:6]([CH2:9][CH2:10][CH2:11][CH2:12][CH2:13][CH2:14][O:15][C:16]1[CH:17]=[CH:18][C:19]([Mg:1][Br:4])=[CH:20][CH:21]=1)[CH2:7][CH3:8]. Reported procedure: A 200 mL flask provided with a stirrer and a reflux condenser was charged in a nitrogen gas atmosphere with 1.2 g (0.05 mol) of metallic magnesium (cut form, 20-50 mesh size) (available from Yamaishi Metals Co., Ltd.), 20.0 g of tetrahydrofuran (available from Kanto Chemical Co., Inc.) and 0.3 g (0.003 mol) of ethyl bromide (available from Kanto Chemical Co., Inc.). The content was heated under reflux of solvent for 30 minutes. Then the reaction liquid was cooled to 5° C., and a solution in 30.0... Starting materials: C(C1=CC=CC=C1)[C@H]1COC[C@@H](C(O[C@H]([C@@H]1OCCCO)C)=O)NC(OC(C)(C)C)=O (tert-butyl ((3S,7S,8R,9S)-7-benzyl-8-(3-hydroxypropoxy)-9-methyl-2-oxo-1,5-dioxonan-3-yl)carbamate), CN(C)C1=CC=CC2=C1C(=CC=C2)N(C)C (Proton Sponge), F[B-](F)(F)F.C[O+](C)C (trimethyloxonium tetrafluoroborate). Solvent: C(Cl)Cl (CH2Cl2). Reaction conditions: time 16 hour. Product: C(C1=CC=CC=C1)[C@H]1COC[C@@H](C(O[C@H]([C@@H]1OCCCOC)C)=O)NC(OC(C)(C)C)=O (tert-butyl ((3S,7S,8R,9S)-7-benzyl-8-(3-methoxypropoxy)-9-methyl-2-oxo-1,5-dioxonan-3-yl)carbamate). The yield is 72.0%. Reaction SMILES: [CH2:1]([C@@H:8]1[C@@H:16]([O:17][CH2:18][CH2:19][CH2:20][OH:21])[C@H:15]([CH3:22])[O:14][C:13](=[O:23])[C@@H:12]([NH:24][C:25](=[O:31])[O:26][C:27]([CH3:30])([CH3:29])[CH3:28])[CH2:11][O:10][CH2:9]1)[C:2]1[CH:7]=[CH:6][CH:5]=[CH:4][CH:3]=1.[CH3:32]N(C1C2C(N(C)C)=CC=CC=2C=CC=1)C.F[B-](F)(F)F.C[O+](C)C>C(Cl)Cl>[CH2:1]([C@@H:8]1[C@@H:16]([O:17][CH2:18][CH2:19][CH2:20][O:21][CH3:32])[C@H:15]([CH3:22])[O:14][C:13](=[O:23])[C@@H:12]([NH:24][C:25](=[O:31])[O:26][C:27]([CH3:30])([CH3:29])[CH3:28])[CH2:11][O:10][CH2:9]1)[C:2]1[CH:3]=[CH:4][CH:5]=[CH:6][CH:7]=1 |f:2.3|. Procedure: To a solution of tert-butyl ((3S,7S,8R,9S)-7-benzyl-8-(3-hydroxypropoxy)-9-methyl-2-oxo-1,5-dioxonan-3-yl)carbamate (118 mg, 0.270 mmol, 1.00 equiv) in CH2Cl2 (2.7 mL, 0.1 M) were added Proton Sponge™ (87 mg, 0.41 mmol, 1.5 equiv) and trimethyloxonium tetrafluoroborate (44 mg, 0.30 mmol, 1.1 equiv). A white precipitate quickly formed. The resulting mixture was stirred at room temperature for 16 h, quenched with 1 N HCl (2 mL), diluted with H2O (20 mL), and extracted with CH2Cl2 (3×20 mL). The co...